Dataset: the Open Reaction Database (ORD), a public repository of structured organic reaction records. Task: describe an organic reaction: reactants, conditions, products, and yield Starting materials: BrCC1=C(C=C(C#N)C=C1)Cl (4-bromomethyl-3-chlorobenzonitrile), [N-]=[N+]=[N-].[Na+] (sodium azide), C(O)([O-])=O.[Na+] (sodium hydrogen carbonate), O (water). The reagents and catalysts are S(=O)(=O)(O)[O-].C(CCC)[N+](CCCC)(CCCC)CCCC (tetrabutylammonium hydrogen sulfate). Solvent: C1(=CC=CC=C1)C (toluene). Yields the product N(=[N+]=[N-])CC1=C(C=C(C#N)C=C1)Cl (4-Azidomethyl-3-chlorobenzonitrile). Yield: 99.4%. As a reaction SMILES: Br[CH2:2][C:3]1[CH:10]=[CH:9][C:6]([C:7]#[N:8])=[CH:5][C:4]=1[Cl:11].[N-:12]=[N+:13]=[N-:14].[Na+].C(=O)([O-])O.[Na+].O>S([O-])(O)(=O)=O.C([N+](CCCC)(CCCC)CCCC)CCC.C1(C)C=CC=CC=1>[N:12]([CH2:2][C:3]1[CH:10]=[CH:9][C:6]([C:7]#[N:8])=[CH:5][C:4]=1[Cl:11])=[N+:13]=[N-:14] |f:1.2,3.4,6.7|. Procedure: A mixture 8.0 g (0.035 mol) of 4-bromomethyl-3-chlorobenzonitrile (J. Pharm. Sci., (1986) 75, 410), 2.7 g (0.042 mol) of sodium azide, 1.2 g (3.4 mmol) of tetrabutylammonium hydrogen sulfate, 0.30 g (3.4 mmol) of sodium hydrogen carbonate, 7 mL of water and 20 mL of toluene was stirred vigorously for 3 days. The phases were separated and the aqueous layer was extracted three times with ether. The combined organic phase was washed with water, dried over sodium sulfate and evaporated to give 6.7 g... Procedure: 26 g of 4-(2-fluorophenyl)-1-tetralone oxime are added to 130 g of polyphosphoric acid pre-heated to 125°. The solution obtained is stirred at 125° for 30 minutes, cooled, mixed with ice and water and extracted with chloroform. After evaporation of the organic phase, the residue is crystallized from ethanol. There is obtained 5-(2-fluorophenyl)-1,3,4,5-tetrahydro-2H-1-benzazepin-2-one of melting point 210°-212°. Starting materials: FC1=C(C=CC=C1)C1CCC(C2=CC=CC=C12)=NO (4-(2-fluorophenyl)-1-tetralone oxime), polyphosphoric acid, O (water). Reaction conditions: time 30 minute. Yields the product FC1=C(C=CC=C1)C1CCC(NC2=C1C=CC=C2)=O (5-(2-fluorophenyl)-1,3,4,5-tetrahydro-2H-1-benzazepin-2-one). RXN SMILES: [F:1][C:2]1[CH:7]=[CH:6][CH:5]=[CH:4][C:3]=1[CH:8]1[C:17]2[C:12](=[CH:13][CH:14]=[CH:15][CH:16]=2)[C:11](=[N:18]O)[CH2:10][CH2:9]1.[OH2:20]>>[F:1][C:2]1[CH:7]=[CH:6][CH:5]=[CH:4][C:3]=1[CH:8]1[C:17]2[CH:12]=[CH:13][CH:14]=[CH:15][C:16]=2[NH:18][C:11](=[O:20])[CH2:10][CH2:9]1. The reactants are ClCCl, Cl, Cc1cc(I)ccc1F, [K], [Na+], O, O=S(=O)([O-])O. Product: O=C(O)c1cc(I)ccc1F. As a reaction SMILES: [CH2:19]([Cl:20])[Cl:21].[ClH:17].[F:2][c:3]1[c:4]([CH3:10])[cH:5][c:6]([I:9])[cH:7][cH:8]1.[K:1].[Na+:16].[OH2:18].[S:11]([O-:12])(=[O:13])(=[O:14])[OH:15]>>[F:2][c:3]1[c:4]([C:10]([OH:12])=[O:18])[cH:5][c:6]([I:9])[cH:7][cH:8]1. Starting materials: O (water), BrC1(C(NC2=CC(=CC=C12)Cl)=O)CC1=CC(=CC=C1)Cl (rac-3-bromo-6-chloro-3-(3-chloro-benzyl)-1,3-dihydro-indol-2-one), C(CC)OC1=CC=C(C=C1)N (4-propoxy-phenylamine), CCN(C(C)C)C(C)C (DIPEA). The solvent is CC(C)O (propan-2-ol). Conditions: time 2 hour. Yields the product ClC1=CC=C2C(C(NC2=C1)=O)(NC1=CC=C(C=C1)OCCC)CC1=CC(=CC=C1)Cl (rac-6-chloro-3-(3-chloro-benzyl)-3-(4-propoxy-phenylamino)-1,3-dihydro-indol-2-one). The yield is 82.2%. As a reaction SMILES: Br[C:2]1([CH2:13][C:14]2[CH:19]=[CH:18][CH:17]=[C:16]([Cl:20])[CH:15]=2)[C:10]2[C:5](=[CH:6][C:7]([Cl:11])=[CH:8][CH:9]=2)[NH:4][C:3]1=[O:12].[CH2:21]([O:24][C:25]1[CH:30]=[CH:29][C:28]([NH2:31])=[CH:27][CH:26]=1)[CH2:22][CH3:23].CCN(C(C)C)C(C)C.O>CC(O)C>[Cl:11][C:7]1[CH:6]=[C:5]2[C:10]([C:2]([CH2:13][C:14]3[CH:19]=[CH:18][CH:17]=[C:16]([Cl:20])[CH:15]=3)([NH:31][C:28]3[CH:27]=[CH:26][C:25]([O:24][CH2:21][CH2:22][CH3:23])=[CH:30][CH:29]=3)[C:3](=[O:12])[NH:4]2)=[CH:9][CH:8]=1. Reported procedure: The mixture of rac-3-bromo-6-chloro-3-(3-chloro-benzyl)-1,3-dihydro-indol-2-one (100 mg, 0.27 mmol) (from example 1c supra), 4-propoxy-phenylamine (61 mg, 0.41 mmol) and DIPEA (104.5 mg, 0.81 mmol) in propan-2-ol (10 mL) was stirred at room temperature for 2 h. Then water (10 mL) was added and the desired product was precipitated out, then filtrated and dried to give 98 mg of rac-6-chloro-3-(3-chloro-benzyl)-3-(4-propoxy-phenylamino)-1,3-dihydro-indol-2-one as a white solid. MS: 441 (M+H)+. Reactants: C1COCCO1, CC(C)(C)OC(=O)NC(C)(C)c1ccc(-c2c(-c3ccccc3)nc3n2-c2cccnc2Nc2ccccc2-3)cc1, ClCCl, Cl. Yields the product CC(C)(N)c1ccc(-c2c(-c3ccccc3)nc3n2-c2cccnc2Nc2ccccc2-3)cc1, Cl. Reaction SMILES: [CH2:46]1[O:47][CH2:48][CH2:49][O:50][CH2:51]1.[CH3:1][C:2]([CH3:3])([c:4]1[cH:5][cH:6][c:7](-[c:10]2[c:11](-[c:28]3[cH:29][cH:30][cH:31][cH:32][cH:33]3)[n:12][c:13]3[n:14]2-[c:15]2[c:16]([n:24][cH:25][cH:26][cH:27]2)[NH:17][c:18]2[c:19]-3[cH:20][cH:21][cH:22][cH:23]2)[cH:8][cH:9]1)[NH:34][C:35](=[O:36])[O:37][C:38]([CH3:39])([CH3:40])[CH3:41].[Cl:43][CH2:44][Cl:45].[ClH:42]>>[CH3:1][C:2]([CH3:3])([c:4]1[cH:5][cH:6][c:7](-[c:10]2[c:11](-[c:28]3[cH:29][cH:30][cH:31][cH:32][cH:33]3)[n:12][c:13]3[n:14]2-[c:15]2[c:16]([n:24][cH:25][cH:26][cH:27]2)[NH:17][c:18]2[c:19]-3[cH:20][cH:21][cH:22][cH:23]2)[cH:8][cH:9]1)[NH2:34].[ClH:42]. Starting materials: CC1=C(CNC=2C=C3C(NC(=NC3=CC2Cl)N2N=CC(=C2)C(=O)OCC)=O)C(=CC=C1)C (ethyl 1-(6-((2,6-dimethylbenzyl)amino)-7-chloro-4-oxo-3,4-dihydroquinazolin-2-yl)-1H-pyrazole-4-carboxylate), C(C)NCC (diethylamine). The product is C(C)N(C1=NC(=NC2=CC(=C(C=C12)NCC1=C(C=CC=C1C)C)Cl)N1N=CC(=C1)C(=O)O)CC (1-(4-(Diethylamino)-6-((2,6-dimethylbenzyl)amino)-7-chloroquinazolin-2-yl)-1H-pyrazole-4-carboxylic acid). RXN SMILES: [CH3:1][C:2]1[CH:31]=[CH:30][CH:29]=[C:28]([CH3:32])[C:3]=1[CH2:4][NH:5][C:6]1[CH:7]=[C:8]2[C:13](=[CH:14][C:15]=1[Cl:16])[N:12]=[C:11]([N:17]1[CH:21]=[C:20]([C:22]([O:24]CC)=[O:23])[CH:19]=[N:18]1)[NH:10][C:9]2=O.[CH2:33]([NH:35][CH2:36][CH3:37])[CH3:34]>>[CH2:33]([N:35]([CH2:36][CH3:37])[C:9]1[C:8]2[C:13](=[CH:14][C:15]([Cl:16])=[C:6]([NH:5][CH2:4][C:3]3[C:2]([CH3:1])=[CH:31][CH:30]=[CH:29][C:28]=3[CH3:32])[CH:7]=2)[N:12]=[C:11]([N:17]2[CH:21]=[C:20]([C:22]([OH:24])=[O:23])[CH:19]=[N:18]2)[N:10]=1)[CH3:34]. Procedure: The above compound may be made analogous to Example 1 using ethyl 1-(6-((2,6-dimethylbenzyl)amino)-7-chloro-4-oxo-3,4-dihydroquinazolin-2-yl)-1H-pyrazole-4-carboxylate in step D and diethylamine in step E. MS (ESI): predicted mass calcd. for C25H27ClN6O2, 479.0 Reactants: C1COCCO1, CCC(C)COc1nc(N)c2nc(OC)n(CC3CCOCC3)c2n1, CO, Cl, [Na+], [OH-]. Product: CCC(C)COc1nc(N)c2[nH]c(=O)n(CC3CCOCC3)c2n1. As a reaction SMILES: [CH2:31]1[O:32][CH2:33][CH2:34][O:35][CH2:36]1.[CH3:1][CH:2]([CH2:3][O:4][c:5]1[n:6][c:7]([NH2:23])[c:8]2[n:9][c:10]([O:21][CH3:22])[n:11]([CH2:14][CH:15]3[CH2:16][CH2:17][O:18][CH2:19][CH2:20]3)[c:12]2[n:13]1)[CH2:24][CH3:25].[CH3:29][OH:30].[ClH:26].[Na+:28].[OH-:27]>>[CH3:1][CH:2]([CH2:3][O:4][c:5]1[n:6][c:7]([NH2:23])[c:8]2[nH:9][c:10](=[O:21])[n:11]([CH2:14][CH:15]3[CH2:16][CH2:17][O:18][CH2:19][CH2:20]3)[c:12]2[n:13]1)[CH2:24][CH3:25]. Starting materials: COc1c(C#N)c(C)c(-c2ccccc2)c(F)c1NC(=O)C(C)(C)C, ClCCl, [Na+], O, O=C([O-])O. Product: Cc1c(C#N)c(O)c(NC(=O)C(C)(C)C)c(F)c1-c1ccccc1. As a reaction SMILES: [C:1](#[N:2])[c:3]1[c:4]([O:24][CH3:25])[c:5]([NH:17][C:18]([C:19]([CH3:20])([CH3:21])[CH3:22])=[O:23])[c:6]([F:16])[c:7](-[c:10]2[cH:11][cH:12][cH:13][cH:14][cH:15]2)[c:8]1[CH3:9].[Cl:32][CH2:33][Cl:34].[Na+:27].[OH2:26].[OH:28][C:29](=[O:30])[O-:31]>>[C:1](#[N:2])[c:3]1[c:4]([OH:24])[c:5]([NH:17][C:18]([C:19]([CH3:20])([CH3:21])[CH3:22])=[O:23])[c:6]([F:16])[c:7](-[c:10]2[cH:11][cH:12][cH:13][cH:14][cH:15]2)[c:8]1[CH3:9]. Reactants: [Al+3].[Cl-].[Cl-].[Cl-] (AlCl3), ClC1=NNS(C2=C1C=CC=C2)(=O)=O (4-chloro-2H-benzo[e][1,2,3]thiadiazine 1,1-dioxide), FC=1C=C2C=C(NC2=CC1)C (5-fluoro-2-methyl indole). Run in ClCCCl (DCE), O (H2O). Run at temperature 70 celsius, time 8 hour. Yields the product FC=1C=C2C(=C(NC2=CC1)C)C1=NNS(C2=C1C=CC=C2)(=O)=O (4-(5-Fluoro-2-methyl-1H-indol-3-yl)-2H-benzo[e][1,2,3]thiadiazine 1,1-dioxide). Isolated yield 19.1%. RXN SMILES: [Al+3].[Cl-].[Cl-].[Cl-].Cl[C:6]1[C:11]2[CH:12]=[CH:13][CH:14]=[CH:15][C:10]=2[S:9](=[O:17])(=[O:16])[NH:8][N:7]=1.[F:18][C:19]1[CH:20]=[C:21]2[C:25](=[CH:26][CH:27]=1)[NH:24][C:23]([CH3:28])=[CH:22]2>ClCCCl.O>[F:18][C:19]1[CH:20]=[C:21]2[C:25](=[CH:26][CH:27]=1)[NH:24][C:23]([CH3:28])=[C:22]2[C:6]1[C:11]2[CH:12]=[CH:13][CH:14]=[CH:15][C:10]=2[S:9](=[O:17])(=[O:16])[NH:8][N:7]=1 |f:0.1.2.3|. Procedure: AlCl3 (1.2 g, 10.5 mmol) was added to a solution of 4-chloro-2H-benzo[e][1,2,3]thiadiazine 1,1-dioxide (1.5 g, 7.0 mmol) and 5-fluoro-2-methyl indole (1.0 g, 7.0 mmol) in DCE (35 mL), and stirred overnight at 70° C. The reaction solution was diluted with H2O, and the product was extracted with a solution of CH2Cl2/EtOH (9/1, v/v). The extracted product was concentrated and purified via silica gel chromatography eluting with a gradient of 0 to 70% EtOAc in hexanes to afford 0.44 g (19%) of the su... Starting materials: Cl (HCl), CS(=O)(=O)C1=CC=C(OCC2=NOC(=N2)C2CCNCC2)C=C1 (4-[3-(4-methanesulfonyl-phenoxymethyl)-[1,2,4]oxadiazol-5-yl]-piperidine), C(C)(C)(C)OC(=O)N1CCC(CC1)C1=NC(=NO1)COC1=CC=C(C=C1)S(=O)(=O)C (4-[3-(4-Methanesulfonyl-phenoxymethyl)-[1,2,4]oxadiazol-5-yl]-piperidine-1-carboxylic acid tert-butyl ester), Cl (HCl), CCN(C(C)C)C(C)C (DIPEA), ClC1=NC=C(C=N1)CC (2-Chloro-5-ethyl-pyrimidine). Solvent: CC(C)O (2-propanol). Run at temperature 70 celsius, time 8 hour. Yields the product C(C)C=1C=NC(=NC1)N1CCC(CC1)C1=NC(=NO1)COC1=CC=C(C=C1)S(=O)(=O)C (5-Ethyl-2-{4-[3-(4-methanesulfonyl-phenoxymethyl)-[1,2,4]oxadiazol-5-yl]-piperidin-1-yl}-pyrimidine). RXN SMILES: Cl.[CH3:2][S:3]([C:6]1[CH:24]=[CH:23][C:9]([O:10][CH2:11][C:12]2[N:16]=[C:15]([CH:17]3[CH2:22][CH2:21][NH:20][CH2:19][CH2:18]3)[O:14][N:13]=2)=[CH:8][CH:7]=1)(=[O:5])=[O:4].C(OC(N1[CH2:37][CH2:36][CH:35]([C:38]2O[N:41]=[C:40](COC3C=CC(S(C)(=O)=O)=CC=3)[N:39]=2)[CH2:34]C1)=O)(C)(C)C.CCN(C(C)C)C(C)C.ClC1N=CC(CC)=CN=1>CC(O)C>[CH2:36]([C:35]1[CH:38]=[N:39][C:40]([N:20]2[CH2:21][CH2:22][CH:17]([C:15]3[O:14][N:13]=[C:12]([CH2:11][O:10][C:9]4[CH:8]=[CH:7][C:6]([S:3]([CH3:2])(=[O:5])=[O:4])=[CH:24][CH:23]=4)[N:16]=3)[CH2:18][CH2:19]2)=[N:41][CH:34]=1)[CH3:37]. Reported procedure: To the crude HCl salt (0.18 g, ˜0.5 mmol) of 4-[3-(4-methanesulfonyl-phenoxymethyl)-[1,2,4]oxadiazol-5-yl]-piperidine, prepared by treatment of 4-[3-(4-methanesulfonyl-phenoxymethyl)-[1,2,4]oxadiazol-5-yl]-piperidine-1-carboxylic acid tert-butyl ester (Example 81) in dixoane with 4N HCl, was added 2-propanol (3 mL), followed by DIPEA (0.13 g, 1 mmol) and 2-Chloro-5-ethyl-pyrimidine (0.14 g, 1 mmol). The resulting mixture was stirred at 70° C. overnight. After concentration in vacuo, the residue ...